This data is from the Open Reaction Database (ORD), a public repository of structured organic reaction records. The task is: describe an organic reaction: reactants, conditions, products, and yield Reaction SMILES: [C:1]([O-:4])(=[O:3])[CH3:2].C(Cl)(=O)C.[CH2:9](O)[CH2:10][CH:11]([CH3:13])[CH3:12].N1C=CC=CC=1.Cl>ClCCl.C(O)CCC>[C:1]([O:4][CH2:9][CH2:10][CH:11]([CH3:13])[CH3:12])(=[O:3])[CH3:2]. Run in C(CCC)O (1-Butanol), ClCCl (dichloromethane). Starting materials: C(C)(=O)[O-] (acetate), C(C)(=O)Cl (acetyl chloride), C(CC(C)C)O (isoamyl alcohol), N,N-dimethylpyridine, N1=CC=CC=C1 (pyridine), Cl (HCl). Product: C(C)(=O)OCCC(C)C (isoamyl acetate). Procedure details: 1-Butanol, 3 methyl, acetate. Under an atmosphere of argon, acetyl chloride (6.5 ml, 91.8 mmol) was added dropwise to a 0° C. solution of isoamyl alcohol (5 ml, 45.9 mmol), N,N-dimethylpyridine (2.8 g, 23 mmol), and anhydrous pyridine (4.1 ml, 50.5 mol) in dichloromethane (92 ml). The reaction mixture was poured into 100 ml of 0.1 N HCl, and the resulting layers were separated. The organic layer was washed with 50 ml of saturated aqueous ammonium chloride then dried over magnesium sulfate. The o... The reactants are C6, C[O-].[Na+].CO (sodium methoxide methanol), C=O (CH2O), C(C)(=O)O[C@H]1[C@H](OCCBr)O[C@@H]([C@@H]([C@@H]1OC(C)=O)O[C@H]1[C@H](OC(C)=O)[C@@H](OC(C)=O)[C@@H](OC(C)=O)[C@H](O1)COC(C)=O)COC(C)=O (2-Bromoethyl 2,3,6-tri-O-acetyl-4-O-(2,3,4,6-tetra-O-acetyl-β-D-galactopyranosyl)-β-D-galactopyranoside), [H-].[Na+] (Sodium hydride), C6, NC1=CC=C(C=C1)S (p-Aminothiophenol). The solvent is O (H2O), C(C)(=O)OCC.C(C)(C)CC(C)(C)C (ethyl acetate isooctane), O (water), CN(C=O)C (dimethylformamide), CN(C=O)C (dimethylformamide). Reaction conditions: time 20 minute. The product is [C@@H]1([C@H](O)[C@@H](O)[C@@H](O)[C@H](O1)CO)O[C@@H]1[C@@H]([C@H]([C@H](OCCSC2=CC=C(C=C2)N)O[C@@H]1CO)O)O (2-(p-Aminophenylthio)ethyl 4-O-(β-D-galactopyranosyl)-β-D-galactopyranoside). As a reaction SMILES: [NH2:1][C:2]1[CH:7]=[CH:6][C:5]([SH:8])=[CH:4][CH:3]=1.[H-].[Na+].C([O:14][C@@H:15]1[C@@H:24]([O:25]C(=O)C)[C@@H:23]([O:29][C@@H:30]2[O:47][C@H:46]([CH2:48][O:49]C(=O)C)[C@H:41]([O:42]C(=O)C)[C@H:36]([O:37]C(=O)C)[C@H:31]2[O:32]C(=O)C)[C@@H:22]([CH2:53][O:54]C(=O)C)[O:21][C@H:16]1[O:17][CH2:18][CH2:19]Br)(=O)C.C[O-].[Na+].CO.C=O>CN(C)C=O.O.C(OCC)(=O)C.C(CC(C)(C)C)(C)C>[C@@H:30]1([O:29][C@H:23]2[C@@H:22]([CH2:53][OH:54])[O:21][C@@H:16]([O:17][CH2:18][CH2:19][S:8][C:5]3[CH:6]=[CH:7][C:2]([NH2:1])=[CH:3][CH:4]=3)[C@H:15]([OH:14])[C@H:24]2[OH:25])[O:47][C@H:46]([CH2:48][OH:49])[C@H:41]([OH:42])[C@H:36]([OH:37])[C@H:31]1[OH:32] |f:1.2,4.5.6,10.11|. Procedure: p-Aminothiophenol (205 mg; 1.64 mmol) was dissolved in dimethylformamide (4 ml). Sodium hydride (70 mg; 2.9 mmol) was added and the mixture was stirred under nitrogen for 20 min at room temperature. 2-Bromoethyl 2,3,6-tri-O-acetyl-4-O-(2,3,4,6-tetra-O-acetyl-β-D-galactopyranosyl)-β-D-galactopyranoside 14 (640 mg; 0.86 mmol) in dimethylformamide (7 ml) was added and the reaction mixture was stirred under nitrogen for 2 h (TLC:SiO2, ethyl acetate:isooctane 3:1) and poured into cold water (40 ml). ...